Dataset: the Open Reaction Database (ORD), a public repository of structured organic reaction records. Task: describe an organic reaction: reactants, conditions, products, and yield RXN SMILES: C(OCC)C.[CH2:6]([C:13]1[C:14]2[CH2:21][CH2:20][CH:19]([C:22](OCC)=[O:23])[CH2:18][C:15]=2[S:16][CH:17]=1)[C:7]1[CH:12]=[CH:11][CH:10]=[CH:9][CH:8]=1.[H-].[Al+3].[Li+].[H-].[H-].[H-].[OH-].[Na+]>O>[CH2:6]([C:13]1[C:14]2[CH2:21][CH2:20][CH:19]([CH2:22][OH:23])[CH2:18][C:15]=2[S:16][CH:17]=1)[C:7]1[CH:8]=[CH:9][CH:10]=[CH:11][CH:12]=1 |f:2.3.4.5.6.7,8.9|. Starting materials: C(C)OCC (diethyl ether), C(C1=CC=CC=C1)C=1C2=C(SC1)CC(CC2)C(=O)OCC (3-benzyl-6-ethoxycarbonyl-4,5,6,7-tetrahydrobenzo[b]thiophene), C(C)OCC (diethyl ether), [H-].[Al+3].[Li+].[H-].[H-].[H-] (lithium aluminum hydride), [OH-].[Na+] (sodium hydroxide). Run in O (water), O (water). Procedure details: A solution of 10 ml of diethyl ether containing 2.8 g of 3-benzyl-6-ethoxycarbonyl-4,5,6,7-tetrahydrobenzo[b]thiophene was slowly added dropwise into a suspension of 100 ml of diethyl ether containing 421 mg of lithium aluminum hydride under ice-cooling. After stirring as it was for 30 minutes, 0.4 ml of water, 0.4 ml of an aqueous 1N sodium hydroxide solution and 0.4 ml of water were successively added to the reaction solution and the mixture was dried over anhydrous magnesium sulfate. After fi... Run at time 30 minute. The product is C(C1=CC=CC=C1)C=1C2=C(SC1)CC(CC2)CO (3-Benzyl-6-(hydroxymethyl)-4,5,6,7,-tetrahydrobenzo[b]thiophene).